From a dataset of the Open Reaction Database (ORD), a public repository of structured organic reaction records. describe an organic reaction: reactants, conditions, products, and yield Reactants: CN(C)C=Cc1ccccc1[N+](=O)[O-], Cl[Cu], O, CN(C)C=O. Product: O=Cc1ccccc1[N+](=O)[O-]. Reaction SMILES: [CH3:1][N:2]([CH3:3])[CH:14]=[CH:4][c:5]1[c:6]([N+:11](=[O:12])[O-:13])[cH:7][cH:8][cH:9][cH:10]1.[Cu:21][Cl:22].[O:15].[O:16]=[CH:17][N:18]([CH3:19])[CH3:20]>>[CH:4]([c:5]1[c:6]([N+:11](=[O:12])[O-:13])[cH:7][cH:8][cH:9][cH:10]1)=[O:16]. The reactants are BrB(Br)Br, CCOC(=O)Cc1ccc(CC)c(OC)c1, ClCCl. Product: CCOC(=O)Cc1ccc(CC)c(O)c1. As a reaction SMILES: [B:17]([Br:18])([Br:19])[Br:20].[CH2:1]([CH3:2])[c:3]1[c:4]([O:15][CH3:16])[cH:5][c:6]([CH2:9][C:10](=[O:11])[O:12][CH2:13][CH3:14])[cH:7][cH:8]1.[Cl:21][CH2:22][Cl:23]>>[CH2:1]([CH3:2])[c:3]1[c:4]([OH:15])[cH:5][c:6]([CH2:9][C:10](=[O:11])[O:12][CH2:13][CH3:14])[cH:7][cH:8]1.